Dataset: the Open Reaction Database (ORD), a public repository of structured organic reaction records. Task: describe an organic reaction: reactants, conditions, products, and yield The reactants are C1(=CC=CC=C1)S(=O)(=O)OC=1C=CC(=NC1)CBr (5-benzenesulphonyloxy-2-bromomethyl-pyridine), C1(=CC=CC=C1)C(=NCC(=O)OCC)C1=CC=CC=C1 (ethyl N-(diphenylmethylene)glycinate), [Li+].CC(C)[N-]C(C)C (LDA). Solvent: C1CCOC1 (THF), C1CCOC1 (THF), C1CCOC1 (THF). Reaction conditions: time 0.75 hour. Product: C1(=CC=CC=C1)C(=NC(C(=O)OCC)CC1=NC=C(C=C1)OS(=O)(=O)C1=CC=CC=C1)C1=CC=CC=C1 (Ethyl N-(Diphenylmethylene)-2-amino-3-(5-benzenesulphonyloxy-pyrid-2-yl)propionate). Isolated yield 72.8%. Reaction SMILES: [C:1]1([C:7]([C:15]2[CH:20]=[CH:19][CH:18]=[CH:17][CH:16]=2)=[N:8][CH2:9][C:10]([O:12][CH2:13][CH3:14])=[O:11])[CH:6]=[CH:5][CH:4]=[CH:3][CH:2]=1.[Li+].CC([N-]C(C)C)C.[C:29]1([S:35]([O:38][C:39]2[CH:40]=[CH:41][C:42]([CH2:45]Br)=[N:43][CH:44]=2)(=[O:37])=[O:36])[CH:34]=[CH:33][CH:32]=[CH:31][CH:30]=1>C1COCC1>[C:1]1([C:7]([C:15]2[CH:20]=[CH:19][CH:18]=[CH:17][CH:16]=2)=[N:8][CH:9]([CH2:45][C:42]2[CH:41]=[CH:40][C:39]([O:38][S:35]([C:29]3[CH:30]=[CH:31][CH:32]=[CH:33][CH:34]=3)(=[O:37])=[O:36])=[CH:44][N:43]=2)[C:10]([O:12][CH2:13][CH3:14])=[O:11])[CH:2]=[CH:3][CH:4]=[CH:5][CH:6]=1 |f:1.2|. Procedure details: A solution of ethyl N-(diphenylmethylene)glycinate (1.71 g, 6.40 mmol) in dry THF (10 ml) was added to a stirred solution of LDA (2M in heptane/THF/ethylbenzene, 3.20 ml, 6.40 mmol) in dry THF (10 ml) at −70° under nitrogen. After stirring at this temperature for 0.75 h, a solution of 5-benzenesulphonyloxy-2-bromomethyl-pyridine [2.00 g, 6.01 mmol; prepared as described by Myers et al, J.Org.Chem. (1996), 61, 813] in dry THF (10 ml) was added. The reaction mixture was stirred at −70° for 1 h the... Yields the product O=C(NC(=O)c1ccccc1Cl)Nc1ccc(-c2ccc(Cl)cc2)cn1. The reactants are O=C=NC(=O)c1ccccc1Cl, Nc1ccc(-c2ccc(Cl)cc2)cn1. As a reaction SMILES: [Cl:15][c:16]1[c:17]([C:18](=[O:19])[N:20]=[C:21]=[O:22])[cH:23][cH:24][cH:25][cH:26]1.[Cl:1][c:2]1[cH:3][cH:4][c:5](-[c:8]2[cH:9][cH:10][c:11]([NH2:14])[n:12][cH:13]2)[cH:6][cH:7]1>>[Cl:1][c:2]1[cH:3][cH:4][c:5](-[c:8]2[cH:9][cH:10][c:11]([NH:14][C:21]([NH:20][C:18]([c:17]3[c:16]([Cl:15])[cH:26][cH:25][cH:24][cH:23]3)=[O:19])=[O:22])[n:12][cH:13]2)[cH:6][cH:7]1. Product: CC(=O)NC(C)COc1ccc(Oc2ccc(OCc3ccccc3)cc2)cc1. Reaction SMILES: [CH2:1]([c:2]1[cH:3][cH:4][cH:5][cH:6][cH:7]1)[O:8][c:9]1[cH:10][cH:11][c:12]([O:13][c:14]2[cH:15][cH:16][c:17]([O:18][CH2:19][CH:20]([CH3:21])[NH2:22])[cH:23][cH:24]2)[cH:25][cH:26]1.[CH3:27][C:28](=[O:29])[O:30][C:31](=[O:32])[CH3:33]>>[CH2:1]([c:2]1[cH:3][cH:4][cH:5][cH:6][cH:7]1)[O:8][c:9]1[cH:10][cH:11][c:12]([O:13][c:14]2[cH:15][cH:16][c:17]([O:18][CH2:19][CH:20]([CH3:21])[NH:22][C:28]([CH3:27])=[O:29])[cH:23][cH:24]2)[cH:25][cH:26]1. The reactants are CC(N)COc1ccc(Oc2ccc(OCc3ccccc3)cc2)cc1, CC(=O)OC(C)=O. Reactants: OC(C(=O)OC)C=C (methyl 2-hydroxybut-3-enoate), COC1=NC(=NC(=C1)OC)S(=O)(=O)C (4,6-dimethoxy-2-methanesulphonylpyrimidine), C([O-])([O-])=O.[K+].[K+] (potassium carbonate), CO (methanol). The solvent is C(C)C(=O)C (methyl ethyl ketone), C(Cl)(Cl)Cl (chloroform). Yields the product COC1=NC(=NC(=C1)OC)OC(C(=O)OC)=CC (Methyl 2-(4,6-dimethoxypyrimidin-2-yl)oxybut-2-enoate). Isolated yield 78.1%. RXN SMILES: [OH:1][CH:2]([CH:7]=[CH2:8])[C:3]([O:5][CH3:6])=[O:4].[CH3:9][O:10][C:11]1[CH:16]=[C:15]([O:17][CH3:18])[N:14]=[C:13](S(C)(=O)=O)[N:12]=1.C(=O)([O-])[O-].[K+].[K+].CO>C(C(C)=O)C.C(Cl)(Cl)Cl>[CH3:9][O:10][C:11]1[CH:16]=[C:15]([O:17][CH3:18])[N:14]=[C:13]([O:1][C:2](=[CH:7][CH3:8])[C:3]([O:5][CH3:6])=[O:4])[N:12]=1 |f:2.3.4|. Reported procedure: A mixture of methyl 2-hydroxybut-3-enoate (0.80g, 6.9mmol), 4,6-dimethoxy-2-methanesulphonylpyrimidine (1.50g, 6.9mmol) and potassium carbonate (1.04g, 7.6mmol) in methyl ethyl ketone (100ml) was refluxed for 12 hours. The reaction mixture was filtered and the filtrate evaporated in vacuo. Flash column chromatography (silica, 1.5% methanol in chloroform) of the residue gave the title compound (1.37g, 78% yield by weight). The reactants are ClCCl, COc1cc(OC)cc(C(O)c2ccc3c(c2)OCCCO3)c1, O=[Mn]=O. The product is COc1cc(OC)cc(C(=O)c2ccc3c(c2)OCCCO3)c1. RXN SMILES: [CH2:24]([Cl:25])[Cl:26].[O:1]1[c:2]2[c:3]([cH:8][c:9]([CH:12]([OH:13])[c:14]3[cH:15][c:16]([O:22][CH3:23])[cH:17][c:18]([O:20][CH3:21])[cH:19]3)[cH:10][cH:11]2)[O:4][CH2:5][CH2:6][CH2:7]1.[O:27]=[Mn:28]=[O:29]>>[O:1]1[c:2]2[c:3]([cH:8][c:9]([C:12](=[O:13])[c:14]3[cH:15][c:16]([O:22][CH3:23])[cH:17][c:18]([O:20][CH3:21])[cH:19]3)[cH:10][cH:11]2)[O:4][CH2:5][CH2:6][CH2:7]1. Reactants: COC[C@H]1CN(C(O1)=O)C1=CC=C(C=C1)[C@@H]1CC[C@H](CC1)OCSC ((R)-5-methoxymethyl-3-[4-(trans-4-methylsulfanylmethoxy-cyclohexyl)-phenyl]-oxazolidin-2-one), I(=O)(=O)(=O)[O-].[Na+] (sodium periodate). The solvent is CO (methanol), O (water), O (water). Conditions: time 19 hour. Yields the product CS(=O)CO[C@@H]1CC[C@H](CC1)C1=CC=C(C=C1)N1C(O[C@H](C1)COC)=O ((R)-3-[4-(trans-4-methanesulfinylmethoxy-cyclohexyl)-phenyl]-5-methoxymethyl-oxazolidin-2-one). Isolated yield 96.6%. Reaction SMILES: [CH3:1][O:2][CH2:3][C@@H:4]1[O:8][C:7](=[O:9])[N:6]([C:10]2[CH:15]=[CH:14][C:13]([C@H:16]3[CH2:21][CH2:20][C@H:19]([O:22][CH2:23][S:24][CH3:25])[CH2:18][CH2:17]3)=[CH:12][CH:11]=2)[CH2:5]1.I([O-])(=O)(=O)=[O:27].[Na+]>CO.O>[CH3:25][S:24]([CH2:23][O:22][C@H:19]1[CH2:20][CH2:21][C@H:16]([C:13]2[CH:12]=[CH:11][C:10]([N:6]3[CH2:5][C@H:4]([CH2:3][O:2][CH3:1])[O:8][C:7]3=[O:9])=[CH:15][CH:14]=2)[CH2:17][CH2:18]1)=[O:27] |f:1.2|. Procedure details: 10.7 g (29.28 mmol) of (R)-5-methoxymethyl-3-[4-(trans-4-methylsulfanylmethoxy-cyclohexyl)-phenyl]-oxazolidin-2-one were dissolved in 500 ml of methanol, cooled to 0° and treated dropwise while stirring during 90 minutes with a solution of 4.7 g (22.0 mmol) of sodium periodate in 150 ml of water. The reaction mixture was stirred in a cold storage chamber at 4°-5° for 19 hours. Thereafter, it was diluted with 1 l of water and extracted with methylene chloride. The organic phase was washed with wa... As a reaction SMILES: [C:1](=[O:2])([O:3][CH3:4])[CH2:5][O:6][c:7]1[cH:8][cH:9][c:10]([CH2:13][CH:14]([CH3:15])[N:16]2[CH2:17][CH:18]([c:23]3[n:24][c:25]([C:28]([F:29])([F:30])[F:31])[s:26][cH:27]3)[O:19][CH2:20][C:21]2=[O:22])[cH:11][cH:12]1.[O:32]1[CH2:33][CH2:34][CH2:35][CH2:36]1>>[C:1](=[O:2])([O:3][CH3:4])[CH2:5][O:6][c:7]1[cH:8][cH:9][c:10]([CH2:13][CH:14]([CH3:15])[N:16]2[CH2:17][CH:18]([c:23]3[n:24][c:25]([C:28]([F:29])([F:30])[F:31])[s:26][cH:27]3)[O:19][CH2:20][CH2:21]2)[cH:11][cH:12]1. Starting materials: COC(=O)COc1ccc(CC(C)N2CC(c3csc(C(F)(F)F)n3)OCC2=O)cc1, C1CCOC1. The product is COC(=O)COc1ccc(CC(C)N2CCOC(c3csc(C(F)(F)F)n3)C2)cc1. Starting materials: solution, Cl (hydrogen chloride), Cl.Cl.C(C)(=O)OC(COC1=C(C=C2C(=NC=NC2=C1)NC1=CC=CC2=C1C=CO2)OC)CN2CCOCC2 (7-(2-acetoxy-3-morpholinopropoxy)-4-(4-benzofuranylamino)-6-methoxyquinazoline dihydrochloride), C(C)OCC (Diethyl ether), N (ammonia). Solvent: C(C)(C)O (isopropanol), C(Cl)Cl (methylene chloride). The product is O1C=CC2=C1C=CC=C2NC2=NC=NC1=CC(=C(C=C21)OC)OCC(CN2CCOCC2)O (4-(4-benzofuranylamino)-7-(2-hydroxy-3-morpholinopropoxy)-6-methoxyquinazoline). Yield: 115.7%. Reaction SMILES: Cl.Cl.C([O:6][CH:7]([CH2:32][N:33]1[CH2:38][CH2:37][O:36][CH2:35][CH2:34]1)[CH2:8][O:9][C:10]1[CH:19]=[C:18]2[C:13]([C:14]([NH:20][C:21]3[C:26]4[CH:27]=[CH:28][O:29][C:25]=4[CH:24]=[CH:23][CH:22]=3)=[N:15][CH:16]=[N:17]2)=[CH:12][C:11]=1[O:30][CH3:31])(=O)C.N.Cl.C(OCC)C>C(Cl)Cl.C(O)(C)C>[O:29]1[C:25]2[CH:24]=[CH:23][CH:22]=[C:21]([NH:20][C:14]3[C:13]4[C:18](=[CH:19][C:10]([O:9][CH2:8][CH:7]([OH:6])[CH2:32][N:33]5[CH2:34][CH2:35][O:36][CH2:37][CH2:38]5)=[C:11]([O:30][CH3:31])[CH:12]=4)[N:17]=[CH:16][N:15]=3)[C:26]=2[CH:27]=[CH:28]1 |f:0.1.2|. Procedure: A mixture of 7-(2-acetoxy-3-morpholinopropoxy)-4-(4-benzofuranylamino)-6-methoxyquinazoline dihydrochloride (0.14 g) and a saturated methanolic ammonia solution (3 ml) was stirred at ambient temperature overnight. The solvent was removed by evaporation and the mixture was dissolved in methylene chloride (3 ml) and adsorbed on the top of a pre-packed chromatography column containing 5 g of NH2-silica (Isolute sorbent from International Sorbent Technology Ltd, ref 9470-0100) and eluted with a 19:1... Starting materials: Brc1ccc(-c2cnc(C3CCCN3)[nH]2)cc1, COC(=O)NNC(C)C, CCN(C(C)C)C(C)C, O=C(OC(Cl)(Cl)Cl)OC(Cl)(Cl)Cl, ClCCl. The product is COC(=O)NN(C(=O)N1CCCC1c1ncc(-c2ccc(Br)cc2)[nH]1)C(C)C. RXN SMILES: [Br:31][c:32]1[cH:33][cH:34][c:35](-[c:38]2[cH:39][n:40][c:41]([CH:43]3[NH:44][CH2:45][CH2:46][CH2:47]3)[nH:42]2)[cH:36][cH:37]1.[CH3:13][O:14][C:15](=[O:16])[NH:17][NH:18][CH:19]([CH3:20])[CH3:21].[CH:22]([N:23]([CH2:24][CH3:25])[CH:26]([CH3:27])[CH3:28])([CH3:29])[CH3:30].[Cl:1][C:2]([Cl:3])([O:4][C:5]([O:6][C:7]([Cl:8])([Cl:9])[Cl:10])=[O:11])[Cl:12].[Cl:48][CH2:49][Cl:50]>>[C:5](=[O:11])([N:18]([NH:17][C:15]([O:14][CH3:13])=[O:16])[CH:19]([CH3:20])[CH3:21])[N:44]1[CH:43]([c:41]2[n:40][cH:39][c:38](-[c:35]3[cH:34][cH:33][c:32]([Br:31])[cH:37][cH:36]3)[nH:42]2)[CH2:47][CH2:46][CH2:45]1. Reactants: C1CCOC1, CO, CCOC(=O)C=Cc1cnc(NC2CCN(Cc3ccncc3)CC2)c(Cl)c1. Product: O=C(O)C=Cc1cnc(NC2CCN(Cc3ccncc3)CC2)c(Cl)c1. RXN SMILES: [CH2:29]1[O:30][CH2:31][CH2:32][CH2:33]1.[CH3:34][OH:35].[Cl:1][c:2]1[cH:3][c:4]([CH:22]=[CH:23][C:24](=[O:25])[O:26][CH2:27][CH3:28])[cH:5][n:6][c:7]1[NH:8][CH:9]1[CH2:10][CH2:11][N:12]([CH2:15][c:16]2[cH:17][cH:18][n:19][cH:20][cH:21]2)[CH2:13][CH2:14]1>>[Cl:1][c:2]1[cH:3][c:4]([CH:22]=[CH:23][C:24](=[O:25])[OH:26])[cH:5][n:6][c:7]1[NH:8][CH:9]1[CH2:10][CH2:11][N:12]([CH2:15][c:16]2[cH:17][cH:18][n:19][cH:20][cH:21]2)[CH2:13][CH2:14]1.